From a dataset of the Open Reaction Database (ORD), a public repository of structured organic reaction records. describe an organic reaction: reactants, conditions, products, and yield Reactants: ClC=1N=NC(=CC1C)C1=CC=CC=C1 (3-chloro-4-methyl-6-phenyl pyridazine), cuprous cyanide, N1=CC=CC=C1 (pyridine). The product is C(#N)C=1N=NC(=CC1C)C1=CC=CC=C1 (3-cyan-4-methyl-6-phenyl pyridazine). As a reaction SMILES: Cl[C:2]1[N:3]=[N:4][C:5]([C:9]2[CH:14]=[CH:13][CH:12]=[CH:11][CH:10]=2)=[CH:6][C:7]=1[CH3:8].[N:15]1C=CC=C[CH:16]=1>>[C:16]([C:2]1[N:3]=[N:4][C:5]([C:9]2[CH:14]=[CH:13][CH:12]=[CH:11][CH:10]=2)=[CH:6][C:7]=1[CH3:8])#[N:15]. Reported procedure: Add 1.25 g (6.1 mol) 3-chloro-4-methyl-6-phenyl pyridazine, 0.99 g (11.0 mol) cuprous cyanide and 20 mL pyridine into 50 mL pressure reaction tube, allow the mixture react for 24 hours at 130° C. then cool down and filtrate, and wash the cake three times with 50 mL ethyl acetate, and the organic phase is washed twice with 100 mL 1N HCl, following by drying with anhydrous sodium sulfate, and brown solid compound, crude product 2, is obtained after concentration, the crude product can be directly ...